Dataset: the Open Reaction Database (ORD), a public repository of structured organic reaction records. Task: describe an organic reaction: reactants, conditions, products, and yield Starting materials: NCCNCc1ccccc1, CS(C)=O, CCN(C(C)C)C(C)C, Cc1c(Cl)nnc(Cl)c1C, O. Product: Cc1c(Cl)nnc(NCCNCc2ccccc2)c1C. RXN SMILES: [CH2:11]([c:12]1[cH:13][cH:14][cH:15][cH:16][cH:17]1)[NH:18][CH2:19][CH2:20][NH2:21].[CH3:32][S:33]([CH3:34])=[O:35].[CH:22]([N:23]([CH:24]([CH3:25])[CH3:26])[CH2:27][CH3:28])([CH3:29])[CH3:30].[Cl:1][c:2]1[n:3][n:4][c:5]([Cl:10])[c:6]([CH3:9])[c:7]1[CH3:8].[OH2:31]>>[Cl:1][c:2]1[n:3][n:4][c:5]([NH:21][CH2:20][CH2:19][NH:18][CH2:11][c:12]2[cH:13][cH:14][cH:15][cH:16][cH:17]2)[c:6]([CH3:9])[c:7]1[CH3:8]. The reactants are ice water, ClC1=C(N)C=C(C(=C1)[N+](=O)[O-])Cl (2,5-dichloro-4-nitroaniline), C1(=CC=CC=C1)O (phenol), C([O-])([O-])=O.[K+].[K+] (potassium carbonate). Solvent: CN(C=O)C (dimethylformamide). Reaction conditions: temperature 100 celsius. The product is ClC1=C(N)C=CC(=C1OC)[N+](=O)[O-] (2-Chloro-3-methoxy-4-nitroaniline). Yield: 51.1%. As a reaction SMILES: [Cl:1][C:2]1[CH:8]=[C:7]([N+:9]([O-:11])=[O:10])[C:6](Cl)=[CH:5][C:3]=1[NH2:4].[C:13]1([OH:19])C=CC=CC=1.C(=O)([O-])[O-].[K+].[K+]>CN(C)C=O>[Cl:1][C:2]1[C:8]([O:19][CH3:13])=[C:7]([N+:9]([O-:11])=[O:10])[CH:6]=[CH:5][C:3]=1[NH2:4] |f:2.3.4|. Procedure details: A mixture of 2,5-dichloro-4-nitroaniline (7.0 g), phenol (3.2 g), potassium carbonate (9.7 g) and dry dimethylformamide (50 ml) is stirred and heated at 100° C. for 7.5 hours. The mixture is then poured into 500 ml of ice water and stirred. The aqueous mixture is extracted with ethyl acetate (5×200 ml), the extracts are dried and evaporated to dryness. The residual oil is stirred with methylene chloride (20 ml), the resulting solid is collected and dried to yield 3.5 g of title product, m.p. 122... Starting materials: C(C)(C)(C)OC(COC1=CC(=CC=C1)CNCC1=CC=C(C=C1)C=1SC=CN1)=O ({3-[(4-thiazol-2-yl-benzylamino)-methyl]-phenoxy}-acetic acid tert-butyl ester), FC=1C=C(C=CC1)S(=O)(=O)Cl (3-fluorobenzenesulfonyl chloride), S(=O)(=O)(Cl)Cl (sulfonyl chloride). Run in C(Cl)Cl (CH2Cl2). The product is C(C)(C)(C)OC(COC1=CC(=CC=C1)CN(CC1=CC=C(C=C1)C=1SC=CN1)S(=O)(=O)C1=CC(=CC=C1)F)=O ((3-{[(3-Fluoro-benzenesulfonyl)-(4-thiazol-2-yl-benzyl)-amino]-methyl}-phenoxy)-acetic acid tert-butyl ester). As a reaction SMILES: [C:1]([O:5][C:6](=[O:29])[CH2:7][O:8][C:9]1[CH:14]=[CH:13][CH:12]=[C:11]([CH2:15][NH:16][CH2:17][C:18]2[CH:23]=[CH:22][C:21]([C:24]3[S:25][CH:26]=[CH:27][N:28]=3)=[CH:20][CH:19]=2)[CH:10]=1)([CH3:4])([CH3:3])[CH3:2].[F:30][C:31]1[CH:32]=[C:33]([S:37](Cl)(=[O:39])=[O:38])[CH:34]=[CH:35][CH:36]=1.S(Cl)(Cl)(=O)=O>C(Cl)Cl>[C:1]([O:5][C:6](=[O:29])[CH2:7][O:8][C:9]1[CH:14]=[CH:13][CH:12]=[C:11]([CH2:15][N:16]([S:37]([C:33]2[CH:34]=[CH:35][CH:36]=[C:31]([F:30])[CH:32]=2)(=[O:39])=[O:38])[CH2:17][C:18]2[CH:19]=[CH:20][C:21]([C:24]3[S:25][CH:26]=[CH:27][N:28]=3)=[CH:22][CH:23]=2)[CH:10]=1)([CH3:4])([CH3:2])[CH3:3]. Procedure: The title compound of Step A was prepared following the method described in Step A of Example 13w from {3-[(4-thiazol-2-yl-benzylamino)-methyl]-phenoxy}-acetic acid tert-butyl ester, prepared in Step A of Example 13i, and 3-fluorobenzenesulfonyl chloride with the following exception. The sulfonyl chloride was dissolved in CH2Cl2 (1 mL) and 0.28 mL was added to the reaction mixture. MS 569 (M+1). Starting materials: C(C)(C)(C)C1=C(OC2CN(CC2)C(=O)OC(C)(C)C)C=CC=C1 (tert-butyl 3-(2-tert-butylphenoxy)pyrrolidine-1-carboxylate), Cl (hydrochloric acid), solution. Run in O1CCOCC1 (dioxane). Product: Cl.C(C)(C)(C)C1=C(OC2CNCC2)C=CC=C1 (3-(2-tert-butylphenoxy)pyrrolidine hydrochloride). Yield: 83.0%. As a reaction SMILES: [C:1]([C:5]1[CH:23]=[CH:22][CH:21]=[CH:20][C:6]=1[O:7][CH:8]1[CH2:12][CH2:11][N:10](C(OC(C)(C)C)=O)[CH2:9]1)([CH3:4])([CH3:3])[CH3:2].[ClH:24]>O1CCOCC1>[ClH:24].[C:1]([C:5]1[CH:23]=[CH:22][CH:21]=[CH:20][C:6]=1[O:7][CH:8]1[CH2:12][CH2:11][NH:10][CH2:9]1)([CH3:4])([CH3:2])[CH3:3] |f:3.4|. Procedure details: A stirred solution of tert-butyl 3-(2-tert-butylphenoxy)pyrrolidine-1-carboxylate (0.78 g, 2.44 mmol) and hydrochloric acid (7.0 mL of a 4.0 N solution in dioxane, 28.0 mmol) was reacted at room temperature for 16 h. Then, the reaction mixture was concentrated under reduced pressure. The residue was triturated with ethyl acetate to provide 3-(2-tert-butylphenoxy)pyrrolidine hydrochloride as a colorless solid (0.52 g, 83%). Reactants: C(C1=CC=CC=C1)N1C2C(N(C(C1)CC2)CC=2C1=C(N=C(N2)C)SC(=C1)C1CCCCC1)=O (5-benzyl-2-[(6-cyclohexyl-2-methylthieno[2,3-d]pyrimidin-4-yl)methyl]-2,5-diazabicyclo[2.2.2]octan-3-one), ClC(=O)OC(C)Cl (1-chloroethyl chloroformate). Solvent: ClCCCl (DCE). Run at time 8 hour. Yields the product C1(CCCCC1)C1=CC2=C(N=C(N=C2CN2C3CNC(C2=O)CC3)C)S1 (2-[(6-cyclohexyl-2-methylthieno[2,3-d]pyrimidin-4-yl)methyl]-2,5-diazabicyclo[2.2.2]octan-3-one). Yield: 77.3%. As a reaction SMILES: C([N:8]1[CH2:13][CH:12]2[CH2:14][CH2:15][CH:9]1[C:10](=[O:33])[N:11]2[CH2:16][C:17]1[C:18]2[CH:26]=[C:25]([CH:27]3[CH2:32][CH2:31][CH2:30][CH2:29][CH2:28]3)[S:24][C:19]=2[N:20]=[C:21]([CH3:23])[N:22]=1)C1C=CC=CC=1.ClC(OC(Cl)C)=O>ClCCCl>[CH:27]1([C:25]2[S:24][C:19]3[N:20]=[C:21]([CH3:23])[N:22]=[C:17]([CH2:16][N:11]4[C:10](=[O:33])[CH:9]5[CH2:15][CH2:14][CH:12]4[CH2:13][NH:8]5)[C:18]=3[CH:26]=2)[CH2:28][CH2:29][CH2:30][CH2:31][CH2:32]1. Reported procedure: To a mixture of 5-benzyl-2-[(6-cyclohexyl-2-methylthieno[2,3-d]pyrimidin-4-yl)methyl]-2,5-diazabicyclo[2.2.2]octan-3-one (140 mg) and DCE (5 mL) was added 1-chloroethyl chloroformate (50 μL), followed by stirring at room temperature overnight. The reaction solution was purified by silica gel column (chloroform/MeOH/saturated aqueous NH3) without concentration. The residue was dissolved in MeOH, and heated to reflux for 30 minutes. The reaction mixture was concentrated under reduced pressure and ... Starting materials: [Na] (sodium), amine, [Na] (sodium), [Na] (sodium), CCOCC (ether), CC(C#N)(CCC(C#N)(C)C)C (2,2,5,5-tetramethyladiponitrile), [Na] (sodium), [Cl-].[NH4+] (ammonium chloride), imine, 2,2,5,5-tetramethylcyclopentylimine. Solvent: C(C)O (ethanol), O1CCCC1 (tetrahydrofuran), C(C)O (ethanol). Run at time 4 hour. Yields the product CC1(C(C(CC1)(C)C)N)C (2,2,5,5-Tetramethylcyclopentylamine). As a reaction SMILES: [Na].CCOCC.C[C:8]([CH3:18])([CH2:11][CH2:12][C:13]([CH3:17])([CH3:16])[C:14]#[N:15])[C:9]#N.[Cl-].[NH4+]>C(O)C.O1CCCC1>[CH3:18][C:8]1([CH3:9])[CH2:11][CH2:12][C:13]([CH3:16])([CH3:17])[CH:14]1[NH2:15] |f:3.4,^1:0|. Reported procedure: A flask was charged with 35 g. (0.61 mole) of 40% sodium dispersion in mineral oil. The oil was removed by washing with ethyl ether and decantation. The sodium was then mixed with 400 ml. of ether and a mixture of 32.8 g (0.20 mole) 2,2,5,5-tetramethyladiponitrile, prepared by the method of Coffman et al., J. Am. Chem. Soc., 80, 2868 (1957), and 400 ml. of tetrahydrofuran was added slowly. The resulting mixture was stirred at room temperature for 4 hours, the excess sodium decomposed by dropwise...